From a dataset of the Open Reaction Database (ORD), a public repository of structured organic reaction records. describe an organic reaction: reactants, conditions, products, and yield The reactants are C(C)N(CC)C1=CC=C(C(C2=CC=C(C=C2)N(CC)CC)O)C=C1 (4,4'-bis(N,N-diethylamino)benzhydrol), C(CO)(=O)NC1=CC=CC=C1 (glycolanilide), C(C)C(=O)C (methyl ethyl ketone). Reagents/catalysts: CN(C(N(C)C)=N)C (tetramethyl-guanidine), CS(=O)(=O)O (methanesulfonic acid). Run in CCCCCC (n-hexane). The product is C(C)N(C1=CC=C(C=C1)C(OCC(=O)NC1=CC=CC=C1)C1=CC=C(C=C1)N(CC)CC)CC (Bis(p-diethylaminophenyl)Methoxy Acetanilide). RXN SMILES: [CH2:1]([N:3]([C:6]1[CH:24]=[CH:23][C:9]([CH:10]([OH:22])[C:11]2[CH:16]=[CH:15][C:14]([N:17]([CH2:20][CH3:21])[CH2:18][CH3:19])=[CH:13][CH:12]=2)=[CH:8][CH:7]=1)[CH2:4][CH3:5])[CH3:2].[C:25]([NH:29][C:30]1[CH:35]=[CH:34][CH:33]=[CH:32][CH:31]=1)(=[O:28])[CH2:26]O.C(C(C)=O)C>CS(O)(=O)=O.CN(C)C(=N)N(C)C.CCCCCC>[CH2:18]([N:17]([CH2:20][CH3:21])[C:14]1[CH:15]=[CH:16][C:11]([CH:10]([C:9]2[CH:23]=[CH:24][C:6]([N:3]([CH2:4][CH3:5])[CH2:1][CH3:2])=[CH:7][CH:8]=2)[O:22][CH2:26][C:25]([NH:29][C:30]2[CH:35]=[CH:34][CH:33]=[CH:32][CH:31]=2)=[O:28])=[CH:12][CH:13]=1)[CH3:19]. Procedure: A solution of 4,4'-bis(N,N-diethylamino)benzhydrol (11.0 g, 0.034 mole), glycolanilide (5.1 g, 0.034 mole), 37.5 ml of methyl ethyl ketone, 112.5 ml of n-hexane, and 7 drops of methanesulfonic acid was refluxed for about 2 hours, removing water as formed. The solution was then treated with 5 drops of tetramethyl-guanidine and filtered hot. On cooling, the filtrate yielded a tan precipitate. The precipitate was filtered, washed with n-hexane, and dried. The pale yellow solid was recrystallized fr... The reactants are Cl.CC1([C@H](NCS1)C(=O)N)C ((R)-5,5-dimethylthiazolidine-4-carboxamide hydrochloride), CN(C)C(=[N+](C)C)ON1C2=C(C=CC=C2)N=N1.[B-](F)(F)(F)F (TBTU), CCN(C(C)C)C(C)C (DIEA), C1(CC1)COC1=C(C=CC(=N1)C(=O)O)N1CC(C1)(F)F (6-cyclopropylmethoxy-5-(3,3-difluoro-azetidin-1-yl)-pyridine-2-carboxylic acid). Yields the product C1(CC1)COC1=C(C=CC(=N1)C(=O)N1CSC([C@H]1C(=O)N)(C)C)N1CC(C1)(F)F ((R)-3-[6-Cyclopropylmethoxy-5-(3,3-difluoro-azetidin-1-yl)-pyridine-2-carbonyl]-5,5-dimethyl-thiazolidine-4-carboxylic acid amide). As a reaction SMILES: [CH:1]1([CH2:4][O:5][C:6]2[N:11]=[C:10]([C:12]([OH:14])=O)[CH:9]=[CH:8][C:7]=2[N:15]2[CH2:18][C:17]([F:20])([F:19])[CH2:16]2)[CH2:3][CH2:2]1.Cl.[CH3:22][C:23]1([CH3:31])[S:27][CH2:26][NH:25][C@@H:24]1[C:28]([NH2:30])=[O:29].CN(C(ON1N=NC2C=CC=CC1=2)=[N+](C)C)C.[B-](F)(F)(F)F.CCN(C(C)C)C(C)C>>[CH:1]1([CH2:4][O:5][C:6]2[N:11]=[C:10]([C:12]([N:25]3[C@H:24]([C:28]([NH2:30])=[O:29])[C:23]([CH3:31])([CH3:22])[S:27][CH2:26]3)=[O:14])[CH:9]=[CH:8][C:7]=2[N:15]2[CH2:18][C:17]([F:20])([F:19])[CH2:16]2)[CH2:2][CH2:3]1 |f:1.2,3.4|. Reported procedure: In analogy to the procedure described in Example 47 b), 6-cyclopropylmethoxy-5-(3,3-difluoro-azetidin-1-yl)-pyridine-2-carboxylic acid (Example 1 b)) was reacted with (R)-5,5-dimethylthiazolidine-4-carboxamide hydrochloride in the presence of TBTU and DIEA to obtain the title compound as light yellow solid; MS (EI): m/e=427.4 [MH+].